This data is from the Open Reaction Database (ORD), a public repository of structured organic reaction records. The task is: describe an organic reaction: reactants, conditions, products, and yield Starting materials: C(C)N1CC2=NC=CC=C2C1 (6-ethyl-6,7-dihydro-5H-pyrrolo[3,4-b]pyridine), O (water). Reagents/catalysts: [Pd] (Pd/C). Solvent: COCCO (glycol monomethyl ether). Reaction conditions: temperature 70 celsius, time 6 hour. Yields the product C(C)N1CC2NCCCC2C1 (6-ethyloctahydro-1H-pyrrolo[3,4-b]pyridine). Isolated yield 72.1%. RXN SMILES: [CH2:1]([N:3]1[CH2:11][C:10]2[C:5](=[N:6][CH:7]=[CH:8][CH:9]=2)[CH2:4]1)[CH3:2].O>COCCO.[Pd]>[CH2:1]([N:3]1[CH2:11][CH:10]2[CH:5]([NH:6][CH2:7][CH2:8][CH2:9]2)[CH2:4]1)[CH3:2]. Procedure details: To a solution of 6-ethyl-6,7-dihydro-5H-pyrrolo[3,4-b]pyridine (2.00 g) in glycol monomethyl ether was added a catalytic amount of 10% Pd/C. The suspension was heated to 70° C. and stirred for 6 h under H2 (2 MPa), then cooled to rt, and poured into 100 mL of water. The mixture was extracted with CH2Cl2 (50 mL×3). The combined organic phases were dried over anhydrous Na2SO4 and filtered. The filtrate was concentrated in vacuo to give the title compound as yellow oil (1.50 g, 70.00%). The crude p... Starting materials: CCO, Cc1cc([N+](=O)[O-])cc(C#N)c1Oc1ccc(O)c(C(C)C)c1, [Cl-]. Yields the product Cc1cc(N)cc(C#N)c1Oc1ccc(O)c(C(C)C)c1. As a reaction SMILES: [CH3:25][CH2:26][OH:27].[CH:1]([CH3:2])([CH3:3])[c:4]1[cH:5][c:6]([O:7][c:8]2[c:9]([C:10]#[N:11])[cH:12][c:13]([N+:17]([O-:18])=[O:19])[cH:14][c:15]2[CH3:16])[cH:20][cH:21][c:22]1[OH:23].[Cl-:24]>>[CH:1]([CH3:2])([CH3:3])[c:4]1[cH:5][c:6]([O:7][c:8]2[c:9]([C:10]#[N:11])[cH:12][c:13]([NH2:17])[cH:14][c:15]2[CH3:16])[cH:20][cH:21][c:22]1[OH:23]. Reactants: ClC=1C(=C(C=O)C(=CC1)O)F (3-chloro-2-fluoro-6-hydroxybenzaldehyde), ClCl (Cl2). The solvent is O (water), 1L, O (water), C(C)(=O)O (acetic acid). Run at temperature 60 celsius. Product: ClC=1C(=C(C=O)C(=C(C1)Cl)O)F (3.5-dichloro-2-fluoro-6-hydroxybenzaldehyde). The yield is 85.3%. As a reaction SMILES: [Cl:1][C:2]1[C:3]([F:11])=[C:4]([C:7]([OH:10])=[CH:8][CH:9]=1)[CH:5]=[O:6].[Cl:12]Cl>C(O)(=O)C.O>[Cl:1][C:2]1[C:3]([F:11])=[C:4]([C:7]([OH:10])=[C:8]([Cl:12])[CH:9]=1)[CH:5]=[O:6]. Procedure: To 20 g (114.6 mmole) of 3-chloro-2-fluoro-6-hydroxybenzaldehyde in 250 mL of glacial acetic acid was added 27.8 g of Cl2 gas over a period of 30 min. The mixture was stirred and heated to 60° C. for 2 hrs and allowed to stir at rt overnight. The reaction mixture was diluted with 1L of water and extracted four times with diethyl ether. Combined extracts were washed with water and sat. brine and concd in vacuo to afford a slurry. Addition of 250 mL of water afforded a solid which was collected by...